From a dataset of the Open Reaction Database (ORD), a public repository of structured organic reaction records. describe an organic reaction: reactants, conditions, products, and yield Starting materials: CO, O=C(O)Cc1ccccc1[N+](=O)[O-]. Yields the product COC(=O)Cc1ccccc1[N+](=O)[O-]. RXN SMILES: [CH3:14][OH:15].[N+:1](=[O:2])([O-:3])[c:4]1[c:5]([CH2:10][C:11](=[O:12])[OH:13])[cH:6][cH:7][cH:8][cH:9]1>>[N+:1](=[O:2])([O-:3])[c:4]1[c:5]([CH2:10][C:11]([O:12][CH3:14])=[O:13])[cH:6][cH:7][cH:8][cH:9]1.